The task is: describe an organic reaction: reactants, conditions, products, and yield. This data is from the Open Reaction Database (ORD), a public repository of structured organic reaction records. Starting materials: N1CCC2(CC1)CSC1=C(O2)C2=CC=CC=C2C(C1=O)=O (spiro[naphtho[1,2-b][1,4]oxathiine-2,4′-piperidine]-5,6-dione), BrCC(CC)CC (3-(bromomethyl)pentane). Product: CC(CCN1CCC2(CC1)CSC1=C(O2)C2=CC=CC=C2C(C1=O)=O)C (1′-(3-methylbutyl)spiro[naphtho[1,2-b][1,4]oxathiine-2,4′-piperidine]-5,6-dione). RXN SMILES: [NH:1]1[CH2:6][CH2:5][C:4]2([O:11][C:10]3[C:12]4[C:17]([C:18](=[O:21])[C:19](=[O:20])[C:9]=3[S:8][CH2:7]2)=[CH:16][CH:15]=[CH:14][CH:13]=4)[CH2:3][CH2:2]1.Br[CH2:23][CH:24]([CH2:27]C)[CH2:25][CH3:26]>>[CH3:23][CH:24]([CH3:27])[CH2:25][CH2:26][N:1]1[CH2:2][CH2:3][C:4]2([O:11][C:10]3[C:12]4[C:17]([C:18](=[O:21])[C:19](=[O:20])[C:9]=3[S:8][CH2:7]2)=[CH:16][CH:15]=[CH:14][CH:13]=4)[CH2:5][CH2:6]1. Procedure details: Compound 132 was synthesized using spiro[naphtho[1,2-b][1,4]oxathiine-2,4′-piperidine]-5,6-dione, 3-(bromomethyl)pentane and conditions outlined in procedure V. M.p.=143-146° C.; 400 MHz 1H NMR (DMSO-d6) δ: 7.9 (d, 1H), 7.75 (d, 2H), 7.55 (m, 1H), 3.05 (s, 2H), 2.7 (d, 2H), 2.35-2.2 (m, 4H), 1.95 (d, 2H), 1.8-1.7 (d, 2H), 1.6-1.5 (m, 1H), 1.35-1.25 (m, 2H), 0.9-0.8 (m, 6H); LCMS: 372 [M+H]. Reactants: O=C([O-])O, c1ccc(COCn2cnc(-c3ccccc3)c2-c2ccccc2)cc1, [Li]CCCC, C1CCOC1, CCCCCC, FC(F)(F)SCl, [Na+], O. Product: FC(F)(F)Sc1nc(-c2ccccc2)c(-c2ccccc2)n1COCc1ccccc1. RXN SMILES: [C:38](=[O:39])([OH:40])[O-:41].[CH2:1]([c:2]1[cH:3][cH:4][cH:5][cH:6][cH:7]1)[O:8][CH2:9][n:10]1[cH:11][n:12][c:13](-[c:21]2[cH:22][cH:23][cH:24][cH:25][cH:26]2)[c:14]1-[c:15]1[cH:16][cH:17][cH:18][cH:19][cH:20]1.[CH2:27]([Li:28])[CH2:29][CH2:30][CH3:31].[CH2:43]1[O:44][CH2:45][CH2:46][CH2:47]1.[CH3:48][CH2:49][CH2:50][CH2:51][CH2:52][CH3:53].[F:32][C:33]([S:34][Cl:35])([F:36])[F:37].[Na+:42].[OH2:54]>>[CH2:1]([c:2]1[cH:3][cH:4][cH:5][cH:6][cH:7]1)[O:8][CH2:9][n:10]1[c:11]([S:34][C:33]([F:32])([F:36])[F:37])[n:12][c:13](-[c:21]2[cH:22][cH:23][cH:24][cH:25][cH:26]2)[c:14]1-[c:15]1[cH:16][cH:17][cH:18][cH:19][cH:20]1. Reactants: [Na] (sodium), resultant mixture, OO (hydrogen peroxide), C(CCCCCCCCC)SC1=C(C=C(C=C1)C(F)(F)F)[N+](=O)[O-] (4-decylthio-3-nitrobenzotrifluoride), C(C)(=O)O (acetic acid), O (water). Conditions: time 6 hour. Product: C(CCCCCCCCC)S(=O)(=O)C1=C(C=C(C=C1)C(F)(F)F)[N+](=O)[O-] (4-decylsulfonyl-3-nitrobenzotrifluoride). The yield is 99.3%. Reaction SMILES: [Na].[CH2:2]([S:12][C:13]1[CH:18]=[CH:17][C:16]([C:19]([F:22])([F:21])[F:20])=[CH:15][C:14]=1[N+:23]([O-:25])=[O:24])[CH2:3][CH2:4][CH2:5][CH2:6][CH2:7][CH2:8][CH2:9][CH2:10][CH3:11].C(O)(=[O:28])C.OO.[OH2:32]>>[CH2:2]([S:12]([C:13]1[CH:18]=[CH:17][C:16]([C:19]([F:22])([F:21])[F:20])=[CH:15][C:14]=1[N+:23]([O-:25])=[O:24])(=[O:28])=[O:32])[CH2:3][CH2:4][CH2:5][CH2:6][CH2:7][CH2:8][CH2:9][CH2:10][CH3:11] |^1:0|. Procedure details: After adding 1 g of sodium tungstenate to a mixture of 86 g of 4-decylthio-3-nitrobenzotrifluoride obtained in the above step and 300 ml of acetic acid, the resultant mixture was heated to 70° C. Then, 46 ml of an aqueous 35% hydrogen peroxide solution was added dropwise to the mixture while maintaining it at 80° to 85° C. Thereafter, the reaction was performed for 6 hours at the same temperature. After the reaction was over, water was added to the reaction mixture and crystals thus deposited we... Starting materials: OC1=C(C=C2C=CNC2=C1)OC (6-hydroxy-5-methoxyindole), C(=O)OC(C)=O (acetic formic anhydride). Reported procedure: A solution of 12 g (0.0735 mole) of 6-hydroxy-5-methoxyindole and 12.95 g (0.147 mole) of acetic formic anhydride in 100 ml of toluene is brought to reflux for 16 hours under nitrogen. After the mixture is cooled, 30 g of silica 60 are added to the reaction medium, the mixture is filtered and the filtrate concentrated two-fold. The white precipitate obtained is filtered off and then recrystallized again in 30 ml of toluene. After being dried under vacuum, 4.2 g of the derivative 8 (white powder,... RXN SMILES: [OH:1][C:2]1[CH:10]=[C:9]2[C:5]([CH:6]=[CH:7][NH:8]2)=[CH:4][C:3]=1[O:11][CH3:12].[CH:13](OC(=O)C)=[O:14]>C1(C)C=CC=CC=1>[CH:13]([O:1][C:2]1[CH:10]=[C:9]2[C:5]([CH:6]=[CH:7][NH:8]2)=[CH:4][C:3]=1[O:11][CH3:12])=[O:14]. The solvent is C1(=CC=CC=C1)C (toluene). Yield: 30.0%. The product is C(=O)OC1=C(C=C2C=CNC2=C1)OC (6-Formyloxy-5-methoxyindole). Starting materials: C(C)(=O)OCC (ethyl acetate), C(O)([O-])=O.[Na+] (sodium hydrogencarbonate), NC(=S)N (thiourea), C(C)SC(CC(CBr)=O)=O (4-bromo-3-oxothiobutyric acid-S-ethyl ester). Solvent: O (water), CN(C(C)=O)C (N,N-dimethylacetamide). Yields the product C(C)SC(CC=1N=C(SC1)N)=O (2-(2-aminothiazol-4-yl)thioacetic acid-S-ethyl ester). The yield is 65.3%. As a reaction SMILES: [CH2:1]([S:3][C:4](=[O:10])[CH2:5][C:6](=O)[CH2:7]Br)[CH3:2].[NH2:11][C:12]([NH2:14])=[S:13].C(OCC)(=O)C.C(=O)([O-])O.[Na+]>CN(C)C(=O)C.O>[CH2:1]([S:3][C:4](=[O:10])[CH2:5][C:6]1[N:11]=[C:12]([NH2:14])[S:13][CH:7]=1)[CH3:2] |f:3.4|. Procedure: In 7.0 ml of N,N-dimethylacetamide was dissolved 2.25 g of the 4-bromo-3-oxothiobutyric acid-S-ethyl ester obtained in Referential Example 4-(1), and 1.14 g of thiourea was added to the resulting solution with ice-cooling, after which the resulting mixture was subjected to reaction at room temperature for 1 hour. The reaction mixture was introduced into a mixed solvent of 50 ml of ethyl acetate and 50 ml of water, and the pH was adjusted to 6.0 with sodium hydrogencarbonate. Then, the organic la... The reactants are C, CC(C)(C)OC(=O)NCc1cc(B2OC(C)(C)C(C)(C)O2)ccc1OCc1ccccc1, CCO, [H][H], [Pd]. The product is CC(C)(C)OC(=O)NCc1cc(B2OC(C)(C)C(C)(C)O2)ccc1O. As a reaction SMILES: [C:38].[CH2:1]([c:2]1[cH:3][cH:4][cH:5][cH:6][cH:7]1)[O:8][c:9]1[c:10]([CH2:11][NH:12][C:13]([O:14][C:15]([CH3:16])([CH3:17])[CH3:18])=[O:19])[cH:20][c:21]([B:24]2[O:25][C:26]([CH3:31])([CH3:32])[C:27]([CH3:29])([CH3:30])[O:28]2)[cH:22][cH:23]1.[CH3:35][CH2:36][OH:37].[H:33][H:34].[Pd:39]>>[OH:8][c:9]1[c:10]([CH2:11][NH:12][C:13]([O:14][C:15]([CH3:16])([CH3:17])[CH3:18])=[O:19])[cH:20][c:21]([B:24]2[O:25][C:26]([CH3:31])([CH3:32])[C:27]([CH3:29])([CH3:30])[O:28]2)[cH:22][cH:23]1. Reactants: BrB(Br)Br, O=C([O-])O, ClCCl, CCOC(C)=O, COc1ccc(-c2cn(-c3ccncc3)c3cc(N4CCNCC4)ccc23)cc1, [Na+]. The product is Oc1ccc(-c2cn(-c3ccncc3)c3cc(N4CCNCC4)ccc23)cc1. Reaction SMILES: [B:1]([Br:2])([Br:3])[Br:4].[C:34](=[O:35])([OH:36])[O-:37].[CH2:45]([Cl:46])[Cl:47].[CH3:39][CH2:40][O:41][C:42](=[O:43])[CH3:44].[CH3:5][O:6][c:7]1[cH:8][cH:9][c:10](-[c:13]2[cH:14][n:15](-[c:28]3[cH:29][cH:30][n:31][cH:32][cH:33]3)[c:16]3[cH:17][c:18]([N:22]4[CH2:23][CH2:24][NH:25][CH2:26][CH2:27]4)[cH:19][cH:20][c:21]23)[cH:11][cH:12]1.[Na+:38]>>[OH:6][c:7]1[cH:8][cH:9][c:10](-[c:13]2[cH:14][n:15](-[c:28]3[cH:29][cH:30][n:31][cH:32][cH:33]3)[c:16]3[cH:17][c:18]([N:22]4[CH2:23][CH2:24][NH:25][CH2:26][CH2:27]4)[cH:19][cH:20][c:21]23)[cH:11][cH:12]1.